This data is from the Open Reaction Database (ORD), a public repository of structured organic reaction records. The task is: describe an organic reaction: reactants, conditions, products, and yield Starting materials: CCN(C(C)C)C(C)C (DIPEA), C1(=CC=CC=C1)NC1=CC=C(C(=O)O)C=C1 (4-(-phenyl-amino)-benzoic acid), NCC(=O)N1CCN(CC1)C(C1=C(C=CC(=C1)OC)Br)=O (2-amino-1-[4-(2-bromo-5-methoxy-benzoyl)-piperazin-1-yl]-ethanone), C(=O)(C(F)(F)F)O (TFA), CCN=C=NCCCN(C)C (EDCI), C=1C=CC2=C(C1)N=NN2O (HOBT). The solvent is CN(C)C=O (DMF), O (water). Conditions: time 8 hour. The product is BrC1=C(C(=O)N2CCN(CC2)C(CNC(C2=CC=C(C=C2)NC2=CC=CC=C2)=O)=O)C=C(C=C1)OC (N-{2-[4-(2-bromo-5-methoxy-benzoyl)-piperazin-1-yl]-2-oxo-ethyl}-4-phenylamino-benzamide). Isolated yield 67.0%. RXN SMILES: CCN(C(C)C)C(C)C.[C:10]1([NH:16][C:17]2[CH:25]=[CH:24][C:20]([C:21]([OH:23])=O)=[CH:19][CH:18]=2)[CH:15]=[CH:14][CH:13]=[CH:12][CH:11]=1.CCN=C=NCCCN(C)C.C1C=CC2N(O)N=NC=2C=1.[NH2:47][CH2:48][C:49]([N:51]1[CH2:56][CH2:55][N:54]([C:57](=[O:67])[C:58]2[CH:63]=[C:62]([O:64][CH3:65])[CH:61]=[CH:60][C:59]=2[Br:66])[CH2:53][CH2:52]1)=[O:50].C(O)(C(F)(F)F)=O>CN(C=O)C.O>[Br:66][C:59]1[CH:60]=[CH:61][C:62]([O:64][CH3:65])=[CH:63][C:58]=1[C:57]([N:54]1[CH2:53][CH2:52][N:51]([C:49](=[O:50])[CH2:48][NH:47][C:21](=[O:23])[C:20]2[CH:19]=[CH:18][C:17]([NH:16][C:10]3[CH:11]=[CH:12][CH:13]=[CH:14][CH:15]=3)=[CH:25][CH:24]=2)[CH2:56][CH2:55]1)=[O:67]. Reported procedure: DIPEA (133 mg, 0.18 mL, 1.0 mmol) was added drop wise to 4-(-phenyl-amino)-benzoic acid (75 mg, 0.35 mmol) in DMF (5 mL). EDCI (167 mg, 0.87 mmol) and HOBT (56 mg, 0.42 mmol) were added consecutively and, after 10 minutes, 2-amino-1-[4-(2-bromo-5-methoxy-benzoyl)-piperazin-1-yl]-ethanone in its TFA salt form (164 mg, 0.42 mmol) was added. The resulting mixture was stirred at room temperature overnight. Cold water was then added and filtered the solid to afford 130 mg (67% yield) of N-{2-[4-(2-br... Reactants: S(O)(O)(=O)=O (sulfuric acid), C[O-].[Na+] (sodium methoxide), C1(=CC=CC=C1)C (toluene), COC=CC(C)=O (1-methoxy-1-buten-3-one), C(=O)OC (methyl formate), [OH-].[Na+] (sodium hydroxide). Reaction conditions: temperature 15 celsius, time 3 hour. Product: COC(CC(CC(OC)OC)=O)OC (1,1,5,5-tetramethoxypentane-3-one). Isolated yield 18.0%. Reaction SMILES: [CH3:1][O-:2].[Na+].[CH3:4][O:5][CH:6]=[CH:7][C:8](=[O:10])[CH3:9].[CH:11]([O:13][CH3:14])=O.S(=O)(=O)(O)O.[OH-:20].[Na+].[C:22]1(C)C=CC=CC=1>>[CH3:1][O:2][CH:11]([O:13][CH3:14])[CH2:9][C:8](=[O:10])[CH2:7][CH:6]([O:5][CH3:4])[O:20][CH3:22] |f:0.1,5.6|. Procedure: In a flask made of glass having an inner volume of 500 ml and equipped with a stirring device and a dropping funnel were charged 37 g (0.68 mol) of sodium methoxide and 200 ml of toluene, and while maintaining the liquid temperature to 15° C. or lower, a mixed solution comprising 50 g (0.50 mol) of 1-methoxy-1-buten-3-one and 60 g (1.0 mol) of methyl formate was gently added dropwise to the mixture. After completion of the dropwise addition, the mixture was reacted at 15° C. or lower for 1 hour,... Reactants: FC=1C(=C2C=3N(C4(CO2)CCC4)C=C(C(C3C1[N+](=O)[O-])=O)C(=O)OCC)F (ethyl 9′,10′-difluoro-8′-nitro-7′-oxospiro[cyclobutane-1,3′(2′H)-[7H]pyrido[1,2,3-de][1,4]benzoxazine]-6′-carboxylate), [H][H] (hydrogen). Reagents/catalysts: [Pd] (Pd/C). Solvent: CN(C)C=O (DMF). Reaction conditions: time 1 hour. The product is NC1=C(C(=C2C=3N(C4(CO2)CCC4)C=C(C(C13)=O)C(=O)OCC)F)F (Ethyl 8′-amino-9′,10′-difluoro-7′-oxospiro-[cyclobutane-1,3′(2′H)-[7H]pyrido[1,2,3-de][1,4]benzoxazine]-6′-carboxylate). Yield: 87.3%. Reaction SMILES: [F:1][C:2]1[C:3]([F:27])=[C:4]2[O:9][CH2:8][C:7]3([CH2:12][CH2:11][CH2:10]3)[N:6]3[CH:13]=[C:14]([C:22]([O:24][CH2:25][CH3:26])=[O:23])[C:15](=[O:21])[C:16]([C:17]=1[N+:18]([O-])=O)=[C:5]23.[H][H]>CN(C=O)C.[Pd]>[NH2:18][C:17]1[C:16]2[C:15](=[O:21])[C:14]([C:22]([O:24][CH2:25][CH3:26])=[O:23])=[CH:13][N:6]3[C:7]4([CH2:12][CH2:11][CH2:10]4)[CH2:8][O:9][C:4]([C:5]=23)=[C:3]([F:27])[C:2]=1[F:1]. Procedure details: A solution of ethyl 9′,10′-difluoro-8′-nitro-7′-oxospiro[cyclobutane-1,3′(2′H)-[7H]pyrido[1,2,3-de][1,4]benzoxazine]-6′-carboxylate (580 mg, 1.53 mmol) in DMF (30 mL) was treated with hydrogen under atmospheric pressure over 10% Pd/C (60 mg) at 50° C. for 3 hours. The catalyst was removed by filtration with Celite and the filtrate was poured into ice-water. The resulting precipitate was stirred for 1 hour and collected by filtration, washed with water and dried to yield the title compound (468 m... Starting materials: C(CCCCCCCCCCC)C1=CC=C(S1)C=O (5-dodecylthiophene-2-carbaldehyde), Cl (hydrochloric acid), [OH-].[Na+] (NaOH), [O-][Mn](=O)(=O)=O.[K+] (KMnO4). Solvent: O (water). Conditions: time 17 hour. Yields the product C(CCCCCCCCCCC)C1=CC=C(S1)C(=O)O (5-dodecylthiophene-2-carboxylic acid). Isolated yield 38.1%. RXN SMILES: [CH2:1]([C:13]1[S:17][C:16]([CH:18]=[O:19])=[CH:15][CH:14]=1)[CH2:2][CH2:3][CH2:4][CH2:5][CH2:6][CH2:7][CH2:8][CH2:9][CH2:10][CH2:11][CH3:12].[OH-].[Na+].[O-:22][Mn](=O)(=O)=O.[K+].Cl>O>[CH2:1]([C:13]1[S:17][C:16]([C:18]([OH:22])=[O:19])=[CH:15][CH:14]=1)[CH2:2][CH2:3][CH2:4][CH2:5][CH2:6][CH2:7][CH2:8][CH2:9][CH2:10][CH2:11][CH3:12] |f:1.2,3.4|. Reported procedure: In a 2 liter-four-necked flask, 30.0 g (1.07×10-1 mol) of 5-dodecylthiophene-2-carbaldehyde, 6.0 g of NaOH, 21.3 g of KMnO4 and 900 ml of water were placed and stirred for 17 hours at room temperature. After the reaction, the reaction mixture was acidified with conc. hydrochloric acid, followed by four times of extraction with 300 ml of ethyl acetate, three times of washing with 500 ml of water, drying with anhydrous magnesium sulfate and distilling-off of the solvent to obtain 29.9 g of a crude... Starting materials: BrC1CC1, N#Cc1ccncc1, CCOCC, I, [Mg]. The product is O=C(c1ccncc1)C1CC1. RXN SMILES: [Br:2][CH:3]1[CH2:4][CH2:5]1.[C:7](#[N:8])[c:9]1[cH:10][cH:11][n:12][cH:13][cH:14]1.[CH3:15][CH2:16][O:17][CH2:18][CH3:19].[I:6].[Mg:1]>>[CH:3]1([C:7]([c:9]2[cH:10][cH:11][n:12][cH:13][cH:14]2)=[O:17])[CH2:4][CH2:5]1. Reactants: Cl.CON (methoxyaminehydrochloride), C([O-])([O-])=O.[K+].[K+] (potassium carbonate), C(#N)C1=CC=C(C(=O)Cl)C=C1 (4-cyano-benzoylchloride). Run in ice water. Yields the product CON(O)C(C1=CC=C(C=C1)C#N)=O (N-methoxy-4-cyanobenzhydroxamic acid). As a reaction SMILES: Cl.[CH3:2][O:3][NH2:4].C(=O)([O-])[O-:6].[K+].[K+].[C:11]([C:13]1[CH:21]=[CH:20][C:16]([C:17](Cl)=[O:18])=[CH:15][CH:14]=1)#[N:12]>>[CH3:2][O:3][N:4]([C:17](=[O:18])[C:16]1[CH:20]=[CH:21][C:13]([C:11]#[N:12])=[CH:14][CH:15]=1)[OH:6] |f:0.1,2.3.4|. Reported procedure: A mixture of 29.4 g (0.350 moles) methoxyaminehydrochloride and 50 g (0.36 moles) potassium carbonate in about 200 ml ice water was stirred, maintaining the temperature below -5° C. until the reactants were dissolved. To that solution, 50 g (0.302 moles) 4-cyano-benzoylchloride were dropped in slowly, maintaining the temperature of the reaction mixture below 0° C. during the addition. The reaction mixture was stirred overnight. The reaction mixture was suction-filtered. The residue, containing t... The reactants are CC(C)([O-])C.[K+] (potassium tert-butoxide), C(C)(C)(C)O (tert-butanol), C(C)OC(CC(CC)=O)=O (3-oxopentanoic acid ethyl ester), ClCC1=CC=C(C=C1)OC (1-chloromethyl-4-methoxybenzene). Solvent: O1CCCC1 (tetrahydrofuran), O1CCCC1 (tetrahydrofuran), [Cl-].[NH4+] (ammonium chloride). Reaction conditions: temperature 0 celsius, time 30 minute. Yields the product C(C)OC(C(C(CC)=O)CC1=CC=C(C=C1)OC)=O (2-(4-methoxybenzyl)-3-oxopentanoic acid ethyl ester). RXN SMILES: CC(C)([O-])C.[K+].C(O)(C)(C)C.[CH2:12]([O:14][C:15](=[O:21])[CH2:16][C:17](=[O:20])[CH2:18][CH3:19])[CH3:13].Cl[CH2:23][C:24]1[CH:29]=[CH:28][C:27]([O:30][CH3:31])=[CH:26][CH:25]=1>O1CCCC1.[Cl-].[NH4+]>[CH2:12]([O:14][C:15](=[O:21])[CH:16]([CH2:23][C:24]1[CH:29]=[CH:28][C:27]([O:30][CH3:31])=[CH:26][CH:25]=1)[C:17](=[O:20])[CH2:18][CH3:19])[CH3:13] |f:0.1,6.7|. Reported procedure: A mixture of potassium tert-butoxide (5.4 g), tetrahydrofuran (80 mL), tert-butanol (0.1 mL) and 3-oxopentanoic acid ethyl ester (5.0 g) at 0° C. was treated with a solution of 1-chloromethyl-4-methoxybenzene (4.7 mL) in tetrahydrofuran (20 mL), and the resulting mixture was stirred at 0° C. for 30 minutes, and then at room temperature for 24 hours. The mixture was diluted with saturated aqueous ammonium chloride solution and extracted with ethyl acetate. The combined extracts were dried over so... The reactants are CN(C(=O)OC(C)(C)C)C1CCOc2cc(C=O)ccc21, CC(=O)O, C1CCNCC1. Product: CN(C(=O)OC(C)(C)C)C1CCOc2cc(CN3CCCCC3)ccc21. Reaction SMILES: [C:1]([CH3:2])([CH3:3])([CH3:4])[O:5][C:6]([N:7]([CH3:8])[CH:9]1[CH2:10][CH2:11][O:12][c:13]2[cH:14][c:15]([CH:19]=[O:20])[cH:16][cH:17][c:18]21)=[O:21].[C:28]([OH:29])(=[O:30])[CH3:31].[CH2:22]1[CH2:23][CH2:24][NH:25][CH2:26][CH2:27]1>>[C:1]([CH3:2])([CH3:3])([CH3:4])[O:5][C:6]([N:7]([CH3:8])[CH:9]1[CH2:10][CH2:11][O:12][c:13]2[cH:14][c:15]([CH2:19][N:25]3[CH2:24][CH2:23][CH2:22][CH2:27][CH2:26]3)[cH:16][cH:17][c:18]21)=[O:21].